The task is: describe an organic reaction: reactants, conditions, products, and yield. This data is from the Open Reaction Database (ORD), a public repository of structured organic reaction records. The reactants are C=CCc1c(O)c(Cl)cc2c(-c3ccccc3F)noc12, ClCCl, O=C(OO)c1cccc(Cl)c1, [Na+], [OH-], O. The product is OCC1Cc2c(c(Cl)cc3c(-c4ccccc4F)noc23)O1. Reaction SMILES: [CH2:1]([CH:2]=[CH2:3])[c:4]1[c:5]([OH:21])[c:6]([Cl:20])[cH:7][c:8]2[c:9](-[c:13]3[c:14]([F:19])[cH:15][cH:16][cH:17][cH:18]3)[n:10][o:11][c:12]12.[CH2:36]([Cl:37])[Cl:38].[Cl:22][c:23]1[cH:24][cH:25][cH:26][c:27]([C:28]([O:29][OH:31])=[O:30])[cH:32]1.[Na+:35].[OH-:34].[OH2:33]>>[CH2:1]1[CH:2]([CH2:3][OH:30])[O:21][c:5]2[c:4]1[c:12]1[c:8]([cH:7][c:6]2[Cl:20])[c:9](-[c:13]2[c:14]([F:19])[cH:15][cH:16][cH:17][cH:18]2)[n:10][o:11]1. Reactants: ClCCl, CC(C)(C)OC(=O)NC1CCC(c2cccc(F)c2F)CNC1=S, O=C(O)C(F)(F)F. The product is NC1CCC(c2cccc(F)c2F)CNC1=S. Reaction SMILES: [Cl:32][CH2:33][Cl:34].[F:8][c:9]1[c:10]([CH:16]2[CH2:17][CH2:18][CH:19]([NH:24][C:25](=[O:26])[O:27][C:28]([CH3:29])([CH3:30])[CH3:31])[C:20](=[S:23])[NH:21][CH2:22]2)[cH:11][cH:12][cH:13][c:14]1[F:15].[OH:1][C:2]([C:3]([F:4])([F:5])[F:6])=[O:7]>>[F:8][c:9]1[c:10]([CH:16]2[CH2:17][CH2:18][CH:19]([NH2:24])[C:20](=[S:23])[NH:21][CH2:22]2)[cH:11][cH:12][cH:13][c:14]1[F:15]. Starting materials: C(=C)OC(C(C(F)(F)F)(F)F)(F)F (PPVE), C(=C)OC(C(C(F)(F)F)(F)F)(F)F (PPVE), C(F)(F)(C(F)(F)C(F)(F)F)OC(F)C(=O)OC (C3F7OCHFCOOCH3), ammonium salt, N (ammonia). Yields the product C(F)(F)(F)C(F)(F)C(F)(F)OC(F)C(=O)[O-].[NH4+] (CF3CF2CF2OCHFCOONH4). RXN SMILES: C(OC(F)(F)C(F)(F)C(F)(F)F)=C.[C:14]([O:24][CH:25]([C:27]([O:29]C)=[O:28])[F:26])([C:17]([C:20]([F:23])([F:22])[F:21])([F:19])[F:18])([F:16])[F:15].[NH3:31]>>[C:20]([C:17]([C:14]([O:24][CH:25]([C:27]([O-:29])=[O:28])[F:26])([F:15])[F:16])([F:19])[F:18])([F:23])([F:22])[F:21].[NH4+:31] |f:3.4|. Procedure details: A 2 liter glass flask equipped with a mechanical stirrer, thermometer and reflux condenser (−80° C.) is used. Heating of the flask is provided by an electric heating mantle. The conversion is carried out as a one pot reaction. 275 g perfluoropropyl vinyl ether (PPVE), 280 g KOH, 602 g water, 151 g t-butanol, and 10 g methyl trioctyl ammonium chloride are placed in the flask. The three phase mixture is subjected to vigorous stirring. After initial heating a moderate exothermic reaction occours. M... The reactants are ClCC1=C2C(=NC=C1)N(C(=C2)C2=CN(C1=CC(=C(C=C21)OC)OC)C)S(=O)(=O)C2=CC=C(C=C2)C (4-chloromethyl-2-(5,6-dimethoxy-1-methyl-1H-indol-3-yl)-1-(toluene-4-sulfonyl)-1H-pyrrolo[2,3-b]pyridine), CN1CCNCC1 (1-methylpiperazine). Product: COC=1C=C2C(=CN(C2=CC1OC)C)C1=CC=2C(=NC=CC2CN2CCN(CC2)C)N1S(=O)(=O)C1=CC=C(C=C1)C (2-(5,6-dimethoxy-1-methyl-1H-indol-3-yl)-1-(toluene-4-sulfonyl)-4-(4-methylpiperazin-1-ylmethyl)-1H-pyrrolo[2,3-b]pyridine). RXN SMILES: Cl[CH2:2][C:3]1[CH:8]=[CH:7][N:6]=[C:5]2[N:9]([S:26]([C:29]3[CH:34]=[CH:33][C:32]([CH3:35])=[CH:31][CH:30]=3)(=[O:28])=[O:27])[C:10]([C:12]3[C:20]4[C:15](=[CH:16][C:17]([O:23][CH3:24])=[C:18]([O:21][CH3:22])[CH:19]=4)[N:14]([CH3:25])[CH:13]=3)=[CH:11][C:4]=12.[CH3:36][N:37]1[CH2:42][CH2:41][NH:40][CH2:39][CH2:38]1>>[CH3:22][O:21][C:18]1[CH:19]=[C:20]2[C:15](=[CH:16][C:17]=1[O:23][CH3:24])[N:14]([CH3:25])[CH:13]=[C:12]2[C:10]1[N:9]([S:26]([C:29]2[CH:30]=[CH:31][C:32]([CH3:35])=[CH:33][CH:34]=2)(=[O:28])=[O:27])[C:5]2=[N:6][CH:7]=[CH:8][C:3]([CH2:2][N:40]3[CH2:41][CH2:42][N:37]([CH3:36])[CH2:38][CH2:39]3)=[C:4]2[CH:11]=1. Procedure: [2-(5,6-Dimethoxy-1-methyl-1H-indol-3-yl)-1-(toluene-4-sulfonyl)-4-(4-methylpiperazin-1-ylmethyl)-1H-pyrrolo[2,3-b]pyridine is prepared as described in Example 200b starting with 0.055 g of 4-chloromethyl-2-(5,6-dimethoxy-1-methyl-1H-indol-3-yl)-1-(toluene-4-sulfonyl)-1H-pyrrolo[2,3-b]pyridine and 0.03 cm3 of 1-methylpiperazine instead of the piperid-4-ol used in Example 200b. 0.043 g of [2-(5,6-dimethoxy-1-methyl-1H-indol-3-yl)-1-(toluene-4-sulfonyl)-4-(4-methylpiperazin-1-ylmethyl)-1H-pyrrolo[... Reactants: CN(/C=C/C(=O)C1=C(N=C2N1C=CC(=C2)C2CCN(CC2)C(=O)OCC2=CC=CC=C2)C2=CC=C(C=C2)F)C (Benzyl 4-{3-[(2E)-3-(dimethylamino)prop-2-enoyl]-2-(4-fluorophenyl)imidazo-[1,2-a]pyridin-7-yl}piperidin-1-carboxylate), C(CC)O (1-propanol), Cl.C(=N)N (formamidine HCl), C[O-].[Na+] (sodium methoxide). Run in CO (methanol), C(Cl)Cl (methylene chloride). Run at temperature 100 celsius. The product is FC1=CC=C(C=C1)C=1N=C2N(C=CC(=C2)C2CCN(CC2)C(=O)OCC2=CC=CC=C2)C1C1=NC=NC=C1 (benzyl 4-[2-(4-fluorophenyl)-3-(pyrimidin-4-yl)imidazo[1,2-a]pyridin-7-yl]piperidine-1-carboxylate). Yield: 66.0%. As a reaction SMILES: [CH3:1][N:2](C)/[CH:3]=[CH:4]/[C:5]([C:7]1[N:11]2[CH:12]=[CH:13][C:14]([CH:16]3[CH2:21][CH2:20][N:19]([C:22]([O:24][CH2:25][C:26]4[CH:31]=[CH:30][CH:29]=[CH:28][CH:27]=4)=[O:23])[CH2:18][CH2:17]3)=[CH:15][C:10]2=[N:9][C:8]=1[C:32]1[CH:37]=[CH:36][C:35]([F:38])=[CH:34][CH:33]=1)=O.C(O)CC.Cl.C(N)=[NH:46].C[O-].[Na+]>CO.C(Cl)Cl>[F:38][C:35]1[CH:36]=[CH:37][C:32]([C:8]2[N:9]=[C:10]3[CH:15]=[C:14]([CH:16]4[CH2:21][CH2:20][N:19]([C:22]([O:24][CH2:25][C:26]5[CH:31]=[CH:30][CH:29]=[CH:28][CH:27]=5)=[O:23])[CH2:18][CH2:17]4)[CH:13]=[CH:12][N:11]3[C:7]=2[C:5]2[CH:4]=[CH:3][N:2]=[CH:1][N:46]=2)=[CH:33][CH:34]=1 |f:2.3,4.5|. Procedure: Benzyl 4-{3-[(2E)-3-(dimethylamino)prop-2-enoyl]-2-(4-fluorophenyl)imidazo-[1,2-a]pyridin-7-yl}piperidin-1-carboxylate (Example 1, Step 5, 0.570 mmol, 300 mg) was charged with 1-propanol (5 mL), formamidine HCl (2.28 mmol, 183 mg), and sodium methoxide (2.28 mmol, 0.521 mL of a 25% w/w solution in methanol). This reaction was heated to 100° C. for 12 hours. The reaction was then poured into a separatory funnel, diluted with methylene chloride (100 mL), washed with 50 mL saturated aqueous NaHCO3 ... The reactants are C[Si](C)(C)Cl (TMSCl), ClC=1N=C(C2=C(N1)N(C=C2C2=CC=NC=C2)S(=O)(=O)C2=CC=C(C)C=C2)NC2CC2 (2-chloro-N-cyclopropyl-5-(pyridin-4-yl)-7-tosyl-7H-pyrrolo[2,3-d]pyrimidin-4-amine), NC=1C=C2CCC(NC2=CC1)=O (6-amino-3,4-dihydroquinolin-2(1H)-one), C[Si](C)(C)Cl (TMSCl). The solvent is C(CCC)O (nBuOH). Run at temperature 135 celsius, time 18 hour. Yields the product C1(CC1)NC=1C2=C(N=C(N1)NC=1C=C3CCC(NC3=CC1)=O)NC=C2C2=CC=NC=C2 (6-(4-(cyclopropylamino)-5-(pyridin-4-yl)-7H-pyrrolo[2,3-d]pyrimidin-2-ylamino)-3,4-dihydroquinolin-2(1H)-one). Yield: 6.4%. RXN SMILES: Cl[C:2]1[N:3]=[C:4]([NH:27][CH:28]2[CH2:30][CH2:29]2)[C:5]2[C:10]([C:11]3[CH:16]=[CH:15][N:14]=[CH:13][CH:12]=3)=[CH:9][N:8](S(C3C=CC(C)=CC=3)(=O)=O)[C:6]=2[N:7]=1.[NH2:31][C:32]1[CH:33]=[C:34]2[C:39](=[CH:40][CH:41]=1)[NH:38][C:37](=[O:42])[CH2:36][CH2:35]2.C[Si](Cl)(C)C>C(O)CCC>[CH:28]1([NH:27][C:4]2[C:5]3[C:10]([C:11]4[CH:16]=[CH:15][N:14]=[CH:13][CH:12]=4)=[CH:9][NH:8][C:6]=3[N:7]=[C:2]([NH:31][C:32]3[CH:33]=[C:34]4[C:39](=[CH:40][CH:41]=3)[NH:38][C:37](=[O:42])[CH2:36][CH2:35]4)[N:3]=2)[CH2:30][CH2:29]1. Reported procedure: A mixture of 2-chloro-N-cyclopropyl-5-(pyridin-4-yl)-7-tosyl-7H-pyrrolo[2,3-d]pyrimidin-4-amine (85 mg, 0.19 mmol), 6-amino-3,4-dihydroquinolin-2(1H)-one (70 mg, 0.43 mmol) and TMSCl (0.100 mL, 0.79 mmol) in nBuOH (3 mL) was stirred at 135° C. for 18 h. More TMSCl (0.200 mL) was added. Stirring was continued at 135° C. for another 68 h. It was then concentrated in vacuo. The residue was purified by HPLC to give the titled compound (5 mg). MS 412.3 (M+H); UV 201.8, 295.8 nm. The reactants are ClC1=NC=CC(=C1)C(=O)NC1=CC(=C(C=C1)C)[N+](=O)[O-] (2-Chloro-N-(4-methyl-3-nitrophenyl)pyridine-4-carboxamide), C(Cl)Cl (Methylene chloride), O (water). Run in N1CCOCC1 (morpholine). Run at time 30 minute. Product: CC1=C(C=C(C=C1)NC(=O)C1=CC(=NC=C1)N1CCOCC1)[N+](=O)[O-] (N-(4-methyl-3-nitrophenyl)-2-morpholinopyridine-4-carboxamide), title compound. Reaction SMILES: Cl[C:2]1[CH:7]=[C:6]([C:8]([NH:10][C:11]2[CH:16]=[CH:15][C:14]([CH3:17])=[C:13]([N+:18]([O-:20])=[O:19])[CH:12]=2)=[O:9])[CH:5]=[CH:4][N:3]=1.[OH2:21].C(Cl)Cl>N1CCOCC1>[CH3:17][C:14]1[CH:15]=[CH:16][C:11]([NH:10][C:8]([C:6]2[CH:5]=[CH:4][N:3]=[C:2]([N:3]3[CH2:4][CH2:5][O:21][CH2:7][CH2:2]3)[CH:7]=2)=[O:9])=[CH:12][C:13]=1[N+:18]([O-:20])=[O:19]. Procedure: 2-Chloro-N-(4-methyl-3-nitrophenyl)pyridine-4-carboxamide (18.33 g) was stirred in morpholine (250 ml) at 100° C. for 18 hours. Reaction was poured into water (250 ml) affording a gummy solid. Methylene chloride (30 ml) was added and stirred for 30 minutes and solid filtered, washed with methylene chloride and dried in a vacuum oven for 18 hours to yield N-(4-methyl-3-nitrophenyl)-2-morpholinopyridine-4-carboxamide the title compound (17.34 g); NMR: 2.48 (s, 3H), 3.52 (m, 4H), 3.71 (m, 4H), 7.1 ... Reactants: C(C)O (ethanol), [OH-].[K+] (potassium hydroxide), O=C1C2=C(OC3=C(C1)C=CC=C3)C=CC(=C2)CC(=O)N ((10,11-dihydro-11-oxo dibenzo[b,f]oxepin-2-yl)-acetamide). The solvent is O (water), O (water). Run at time 5 hour. Yields the product O=C1C2=C(OC3=C(C1)C=CC=C3)C=CC(=C2)CC(=O)O ((10,11-dihydro-11-oxo dibenzo-[b,f]oxepin-2-yl)-acetic acid). Isolated yield 77.0%. As a reaction SMILES: C([OH:3])C.[OH-].[K+].[O:6]=[C:7]1[CH2:13][C:12]2[CH:14]=[CH:15][CH:16]=[CH:17][C:11]=2[O:10][C:9]2[CH:18]=[CH:19][C:20]([CH2:22][C:23](N)=[O:24])=[CH:21][C:8]1=2>O>[O:6]=[C:7]1[CH2:13][C:12]2[CH:14]=[CH:15][CH:16]=[CH:17][C:11]=2[O:10][C:9]2[CH:18]=[CH:19][C:20]([CH2:22][C:23]([OH:24])=[O:3])=[CH:21][C:8]1=2 |f:1.2|. Procedure details: To a mixture of 2 ml of water, 2 ml of ethanol and 0.4 g of potassium hydroxide was added 100 mg of (10,11-dihydro-11-oxo dibenzo[b,f]oxepin-2-yl)-acetamide, and the resulting mixture was refluxed with stirring for 5 hours. After cooling, to this was added water, and the mixture was washed with ethyl acetate. The aqueous layer was acidified with hydrochloric acid and extracted with ethyl acetate. The extract was washed with a saturated sodium chloride solution and dried over anhydrous sodium sul... Reactants: CCOC(=O)c1cc(C)nc(NC(C)C)c1, Cl. The product is Cl, Cc1cc(C(=O)O)cc(NC(C)C)n1. As a reaction SMILES: [CH2:1]([CH3:2])[O:3][C:4]([c:5]1[cH:6][c:7]([NH:12][CH:13]([CH3:14])[CH3:15])[n:8][c:9]([CH3:11])[cH:10]1)=[O:16].[ClH:17]>>[ClH:17].[O:3]=[C:4]([c:5]1[cH:6][c:7]([NH:12][CH:13]([CH3:14])[CH3:15])[n:8][c:9]([CH3:11])[cH:10]1)[OH:16]. The reactants are CCCC(=O)c1cnc2c(OC)cccc2c1Cl, COc1ccc(N)c(C)c1, C1COCCO1. Yields the product CCCC(=O)c1cnc2c(OC)cccc2c1Nc1ccc(OC)cc1C. RXN SMILES: [C:1]([CH2:2][CH2:3][CH3:4])(=[O:5])[c:6]1[cH:7][n:8][c:9]2[c:10]([O:17][CH3:18])[cH:11][cH:12][cH:13][c:14]2[c:15]1[Cl:16].[CH3:19][O:20][c:21]1[cH:22][c:23]([CH3:28])[c:24]([NH2:25])[cH:26][cH:27]1.[O:29]1[CH2:30][CH2:31][O:32][CH2:33][CH2:34]1>>[C:1]([CH2:2][CH2:3][CH3:4])(=[O:5])[c:6]1[cH:7][n:8][c:9]2[c:10]([O:17][CH3:18])[cH:11][cH:12][cH:13][c:14]2[c:15]1[NH:25][c:24]1[c:23]([CH3:28])[cH:22][c:21]([O:20][CH3:19])[cH:27][cH:26]1.